This data is from the Open Reaction Database (ORD), a public repository of structured organic reaction records. The task is: describe an organic reaction: reactants, conditions, products, and yield Starting materials: C(C)[SiH](CC)CC (Triethylsilane), C1(=CC=CC=C1)N1C[C@@H](CCC1)NC(=O)C=1C=C2C(=NN(C2=CC1)C(C1=CC=CC=C1)(C1=CC=CC=C1)C1=CC=CC=C1)C1=CC=NC=C1 (N-[(3R)-1-phenylpiperidin-3-yl]-3-(pyridin-4-yl)-1-trityl-1H-indazole-5-carboxamide), C(=O)(C(F)(F)F)O (TFA), C(=O)(C(F)(F)F)O (TFA). The solvent is CS(=O)C (DMSO). Conditions: time 1.5 hour. Yields the product C1(=CC=CC=C1)N1C[C@@H](CCC1)NC(=O)C=1C=C2C(=NNC2=CC1)C1=CC=NC=C1 (N-[(3R)-1-phenylpiperidin-3-yl]-3-(pyridin-4-yl)-1H-indazole-5-carboxamide). Reaction SMILES: [C:1]1([N:7]2[CH2:12][CH2:11][CH2:10][C@@H:9]([NH:13][C:14]([C:16]3[CH:17]=[C:18]4[C:22](=[CH:23][CH:24]=3)[N:21](C(C3C=CC=CC=3)(C3C=CC=CC=3)C3C=CC=CC=3)[N:20]=[C:19]4[C:44]3[CH:49]=[CH:48][N:47]=[CH:46][CH:45]=3)=[O:15])[CH2:8]2)[CH:6]=[CH:5][CH:4]=[CH:3][CH:2]=1.C(O)(C(F)(F)F)=O.C([SiH](CC)CC)C>CS(C)=O>[C:1]1([N:7]2[CH2:12][CH2:11][CH2:10][C@@H:9]([NH:13][C:14]([C:16]3[CH:17]=[C:18]4[C:22](=[CH:23][CH:24]=3)[NH:21][N:20]=[C:19]4[C:44]3[CH:45]=[CH:46][N:47]=[CH:48][CH:49]=3)=[O:15])[CH2:8]2)[CH:6]=[CH:5][CH:4]=[CH:3][CH:2]=1. Reported procedure: Crude N-[(3R)-1-phenylpiperidin-3-yl]-3-(pyridin-4-yl)-1-trityl-1H-indazole-5-carboxamide (129 mg, 0.202 mmol) was stirred with TFA (0.5 ml) at room temperature for 45 minutes. Addition TFA (1 ml) was added and the reaction mixture was stirred at room temperature for 1.5 hours. Triethylsilane (100 μl, 0.626 mmol) was added and then the reaction mixture diluted with DMSO purified by mass-triggered reverse-phase HPLC to provide N-[(3R)-1-phenylpiperidin-3-yl]-3-(pyridin-4-yl)-1H-indazole-5-carboxa... Reactants: COC(=O)CBr, CC(=O)N(Cc1ccccc1O)c1ccccc1Oc1ccccc1, CN(C)C=O, Cl. The product is COC(=O)COc1ccccc1CN(C(C)=O)c1ccccc1Oc1ccccc1. Reaction SMILES: [Br:26][CH2:27][C:28](=[O:29])[O:30][CH3:31].[C:1]([CH3:2])(=[O:3])[N:4]([c:5]1[c:6]([O:11][c:12]2[cH:13][cH:14][cH:15][cH:16][cH:17]2)[cH:7][cH:8][cH:9][cH:10]1)[CH2:18][c:19]1[c:20]([OH:25])[cH:21][cH:22][cH:23][cH:24]1.[CH3:33][N:34]([CH3:35])[CH:36]=[O:37].[ClH:32]>>[C:1]([CH3:2])(=[O:3])[N:4]([c:5]1[c:6]([O:11][c:12]2[cH:13][cH:14][cH:15][cH:16][cH:17]2)[cH:7][cH:8][cH:9][cH:10]1)[CH2:18][c:19]1[c:20]([O:25][CH2:27][C:28](=[O:29])[O:30][CH3:31])[cH:21][cH:22][cH:23][cH:24]1. The reactants are O1[C@H]2[C@@H]1C[C@@H]1CC[C@H]3[C@@H]4CC[C@@H]([C@@]4(C)CC([C@@H]3[C@]1(C2)C)=O)C(=O)OC (2α,3α-Epoxy-17β-methoxycarbonyl-5α-androstan-11-one), CO (methanol), S(O)(O)(=O)=O (sulphuric acid). Run in O (water). Yields the product O[C@H]1C[C@@H]2CC[C@H]3[C@@H]4CC[C@@H]([C@@]4(C)CC([C@@H]3[C@]2(C[C@@H]1OC)C)=O)C(=O)OC (3α-Hydroxy-2β-methoxy-17β-methoxycarbonyl-5α-androstan-11-one). RXN SMILES: [O:1]1[C@H:3]2[CH2:4][C@H:5]3[C@:18]([CH3:20])([CH2:19][C@@H:2]12)[C@@H:17]1[C@H:8]([C@H:9]2[C@@:13]([CH2:15][C:16]1=[O:21])([CH3:14])[C@@H:12]([C:22]([O:24][CH3:25])=[O:23])[CH2:11][CH2:10]2)[CH2:7][CH2:6]3.[CH3:26][OH:27].S(=O)(=O)(O)O>O>[OH:1][C@@H:3]1[C@@H:2]([O:27][CH3:26])[CH2:19][C@@:18]2([CH3:20])[C@@H:5]([CH2:6][CH2:7][C@@H:8]3[C@@H:17]2[C:16](=[O:21])[CH2:15][C@@:13]2([CH3:14])[C@H:9]3[CH2:10][CH2:11][C@@H:12]2[C:22]([O:24][CH3:25])=[O:23])[CH2:4]1. Reported procedure: 2α,3α-Epoxy-17β-methoxycarbonyl-5α-androstan-11-one (500 mg.) in warm dry methanol (30 ml.) was treated with concentrated sulphuric acid (0.15 ml.). After 30 minutes the solution was poured into stirred water. The precipitated product was isolated, washed with water and dried over sodium hydroxide in vacuo to give fairly pure title compound (420 mg.) as a white powder; m.p. 170°-182°; [α]D + 68°, Reaction conditions: temperature -70 celsius, time 3 hour. Procedure: A solution of 2.8 g (10.8 mmol) of ethyl 2-trifluoromethylpyrazolo[1,5-a]pyridine-3-carboxylate in 50 ml of tetrahydrofuran is added dropwise to a mixture of 0.5 g (11.9 mmol) of lithium aluminium hydride in suspension in 45 ml of tetrahydrofuran at −70° C. After stirring for 3 h at −70° C., the mixture is brought to ambient temperature, then 1.8 ml of a 2N aqueous sodium hydroxide solution is added. The mixture is filtered, dried over magnesium sulphate, filtered and concentrated. 2.3 g (100%) ... Run in O1CCCC1 (tetrahydrofuran), O1CCCC1 (tetrahydrofuran). The product is FC(C1=NN2C(C=CC=C2)=C1CO)(F)F ((2-trifluoromethylpyrazolo[1,5-a]pyridin-3-yl)methanol). Isolated yield 98.5%. Reaction SMILES: [F:1][C:2]([F:18])([F:17])[C:3]1[C:11]([C:12](OCC)=[O:13])=[C:6]2[CH:7]=[CH:8][CH:9]=[CH:10][N:5]2[N:4]=1.[H-].[Al+3].[Li+].[H-].[H-].[H-].[OH-].[Na+]>O1CCCC1>[F:18][C:2]([F:1])([F:17])[C:3]1[C:11]([CH2:12][OH:13])=[C:6]2[CH:7]=[CH:8][CH:9]=[CH:10][N:5]2[N:4]=1 |f:1.2.3.4.5.6,7.8|. The reactants are [OH-].[Na+] (sodium hydroxide), FC(C1=NN2C(C=CC=C2)=C1C(=O)OCC)(F)F (ethyl 2-trifluoromethylpyrazolo[1,5-a]pyridine-3-carboxylate), [H-].[Al+3].[Li+].[H-].[H-].[H-] (lithium aluminium hydride). Reactants: C1(CCC2=CC=CC=C12)=O (1-indanone), COC(CN)=O (glycine methyl ester), ester. Product: C1(CCC2=CC=CC=C12)NCC(=O)O (N-(1-Indanyl)Glycine). As a reaction SMILES: [C:1]1(=O)[C:9]2[C:4](=[CH:5][CH:6]=[CH:7][CH:8]=2)[CH2:3][CH2:2]1.C[O:12][C:13](=[O:16])[CH2:14][NH2:15]>>[CH:1]1([NH:15][CH2:14][C:13]([OH:16])=[O:12])[C:9]2[C:4](=[CH:5][CH:6]=[CH:7][CH:8]=2)[CH2:3][CH2:2]1. Procedure: Alternatively, 1-indanone was reductively aminated with glycine methyl ester, followed by saponification of the ester. Starting materials: NC=1SC(=C(C1C#N)C)C (2-amino-4,5-dimethylthiophene-3-carbonitrile), CI (methyl iodide). Yields the product CC=1C(=C(SC1C)NC)C#N (4,5-Dimethyl-2-(methylamino)thiophene-3-carbonitrile). As a reaction SMILES: [NH2:1][C:2]1[S:3][C:4]([CH3:10])=[C:5]([CH3:9])[C:6]=1[C:7]#[N:8].[CH3:11]I>>[CH3:9][C:5]1[C:6]([C:7]#[N:8])=[C:2]([NH:1][CH3:11])[S:3][C:4]=1[CH3:10]. Procedure details: Prepared as in Example 21b from 2-amino-4,5-dimethylthiophene-3-carbonitrile and methyl iodide.